This data is from the Open Reaction Database (ORD), a public repository of structured organic reaction records. The task is: describe an organic reaction: reactants, conditions, products, and yield Starting materials: O=C(c1ncc[nH]1)c1ncc[nH]1, CN(C)CC(=O)O, COCCOC, Cc1ccc(C)n1CCN. Yields the product Cc1ccc(C)n1CCNC(=O)CN(C)C. As a reaction SMILES: [C:8]([c:9]1[nH:10][cH:11][cH:12][n:13]1)([c:14]1[nH:15][cH:16][cH:17][n:18]1)=[O:19].[CH3:1][N:2]([CH3:3])[CH2:4][C:5](=[O:6])[OH:7].[CH3:30][O:31][CH2:32][CH2:33][O:34][CH3:35].[NH2:20][CH2:21][CH2:22][n:23]1[c:24]([CH3:29])[cH:25][cH:26][c:27]1[CH3:28]>>[CH3:1][N:2]([CH3:3])[CH2:4][C:5](=[O:7])[NH:20][CH2:21][CH2:22][n:23]1[c:24]([CH3:29])[cH:25][cH:26][c:27]1[CH3:28]. Reactants: COC1=CC=C(C=O)C=C1 (4-methoxybenzaldehyde), N1=CC=C(C=C1)C (4-picoline). Product: COC1=CC=C(C=CC2=CC=NC=C2)C=C1 (4-(4-methoxystyryl)pyridine). RXN SMILES: [CH3:1][O:2][C:3]1[CH:10]=[CH:9][C:6]([CH:7]=O)=[CH:5][CH:4]=1.[N:11]1[CH:16]=[CH:15][C:14]([CH3:17])=[CH:13][CH:12]=1>>[CH3:1][O:2][C:3]1[CH:10]=[CH:9][C:6]([CH:7]=[CH:17][C:14]2[CH:15]=[CH:16][N:11]=[CH:12][CH:13]=2)=[CH:5][CH:4]=1. Procedure: By the procedure described in Ex. 1, 4-methoxybenzaldehyde (17 g) and 4-picoline (9.3 g) 4.76 g were reacted to obtain 4-(4-methoxystyryl)pyridine.